This data is from the Open Reaction Database (ORD), a public repository of structured organic reaction records. The task is: describe an organic reaction: reactants, conditions, products, and yield Starting materials: CC(C)(C)N=C=O, O=C(NCc1ccccc1)C12CC3CC(CC(O)(C3)C1)C2, ClCCl, C[Si](C)(C)Cl. The product is CC(C)(C)NC(=O)OC12CC3CC(C1)CC(C(=O)NCc1ccccc1)(C3)C2. Reaction SMILES: [C:22]([CH3:23])([CH3:24])([CH3:25])[N:26]=[C:27]=[O:28].[CH2:1]([c:2]1[cH:3][cH:4][cH:5][cH:6][cH:7]1)[NH:8][C:9](=[O:10])[C:11]12[CH2:12][C:13]3([OH:21])[CH2:14][CH:15]([CH2:16][CH:17]([CH2:18]1)[CH2:19]3)[CH2:20]2.[CH2:34]([Cl:35])[Cl:36].[CH3:29][Si:30]([Cl:31])([CH3:32])[CH3:33]>>[CH2:1]([c:2]1[cH:3][cH:4][cH:5][cH:6][cH:7]1)[NH:8][C:9](=[O:10])[C:11]12[CH2:12][C:13]3([O:21][C:27]([NH:26][C:22]([CH3:23])([CH3:24])[CH3:25])=[O:28])[CH2:14][CH:15]([CH2:16][CH:17]([CH2:18]1)[CH2:19]3)[CH2:20]2. Starting materials: BrC=1C=CC(=C(O[C@H]2CN(CC2)C)C1)OC ((3R)-3-(5-Bromo-2-methoxyphenoxy)-1-methylpyrrolidine), amine, aryl halide, C(C)(C)(C)OC(=O)N1[C@H](CNCC1)CC1=CC=CC=C1 (2(S)-benzyl-piperazine-1-carboxylic acid tert-butyl ester). The product is C(C1=CC=CC=C1)[C@H]1CN(CCN1)C1=CC(=C(C=C1)OC)O[C@H]1CN(CC1)C ((S)-3-benzyl-1-(4-methoxy-3-((R)-1-methylpyrrolidin-3-yloxy)phenyl)piperazine). RXN SMILES: Br[C:2]1[CH:3]=[CH:4][C:5]([O:15][CH3:16])=[C:6]([CH:14]=1)[O:7][C@@H:8]1[CH2:12][CH2:11][N:10]([CH3:13])[CH2:9]1.C(OC([N:24]1[CH2:29][CH2:28][NH:27][CH2:26][C@@H:25]1[CH2:30][C:31]1[CH:36]=[CH:35][CH:34]=[CH:33][CH:32]=1)=O)(C)(C)C>>[CH2:30]([C@@H:25]1[NH:24][CH2:29][CH2:28][N:27]([C:2]2[CH:3]=[CH:4][C:5]([O:15][CH3:16])=[C:6]([O:7][C@@H:8]3[CH2:12][CH2:11][N:10]([CH3:13])[CH2:9]3)[CH:14]=2)[CH2:26]1)[C:31]1[CH:32]=[CH:33][CH:34]=[CH:35][CH:36]=1. Reported procedure: The title compound was prepared by the method outlined for Example 1 using (3R)-3-(5-Bromo-2-methoxyphenoxy)-1-methylpyrrolidine as the aryl halide and 2(S)-benzyl-piperazine-1-carboxylic acid tert-butyl ester as the amine component. The title compound was isolated as an orange oil. LC/MS (Method B) 0.87 min, [M+1]+ 382.